From a dataset of the Open Reaction Database (ORD), a public repository of structured organic reaction records. describe an organic reaction: reactants, conditions, products, and yield Reactants: CC(C)O, Cl, O=C(c1cccc([N+](=O)[O-])c1)C1CCN(C(=O)C(F)(F)F)CC1, O=C(c1ccccc1[N+](=O)[O-])C1CCN(C(=O)C(F)(F)F)CC1. Yields the product Cl, O=C(c1cccc([N+](=O)[O-])c1)C1CCNCC1. As a reaction SMILES: [CH:48]([OH:49])([CH3:50])[CH3:51].[ClH:47].[N+:1](=[O:2])([O-:3])[c:4]1[cH:5][c:6]([C:7](=[O:8])[CH:9]2[CH2:10][CH2:11][N:12]([C:15]([C:16]([F:17])([F:18])[F:19])=[O:20])[CH2:13][CH2:14]2)[cH:21][cH:22][cH:23]1.[N+:24]([c:25]1[cH:26][cH:27][cH:28][cH:29][c:30]1[C:31]([CH:32]1[CH2:33][CH2:34][N:35]([C:36]([C:37]([F:38])([F:39])[F:40])=[O:41])[CH2:42][CH2:43]1)=[O:44])([O-:45])=[O:46]>>[ClH:47].[N+:1](=[O:2])([O-:3])[c:4]1[cH:5][c:6]([C:7](=[O:8])[CH:9]2[CH2:10][CH2:11][NH:12][CH2:13][CH2:14]2)[cH:21][cH:22][cH:23]1. Starting materials: FC(C=1C=C(C=CC1)[C@H]1CCC(N1)=O)(F)F ((R)-5-[3-(trifluoromethyl)phenyl]pyrrolidin-2-one), N,N′-1,2-trans-dimethylcyclohexane-1,2-diamine, [O-]P(=O)([O-])[O-].[K+].[K+].[K+] (K3PO4), IC1=CC=C(OC2=CC=C(C=C2)Cl)C=C1 (1-(4-iodophenoxy)-4-chlorobenzene). The reagents and catalysts are [Cu](I)I (copper iodide). The solvent is O1CCOCC1 (1,4-dioxane). Conditions: temperature 110 celsius. Product: ClC1=CC=C(OC2=CC=C(C=C2)N2C(CC[C@@H]2C2=CC(=CC=C2)C(F)(F)F)=O)C=C1 ((R)-1-[4-(4-chlorophenoxy)phenyl]-5-[3-(trifluoromethyl)phenyl]pyrrolidin-2-one), oil. Isolated yield 60.0%. As a reaction SMILES: [F:1][C:2]([F:16])([F:15])[C:3]1[CH:4]=[C:5]([C@@H:9]2[NH:13][C:12](=[O:14])[CH2:11][CH2:10]2)[CH:6]=[CH:7][CH:8]=1.I[C:18]1[CH:31]=[CH:30][C:21]([O:22][C:23]2[CH:28]=[CH:27][C:26]([Cl:29])=[CH:25][CH:24]=2)=[CH:20][CH:19]=1.[O-]P([O-])([O-])=O.[K+].[K+].[K+]>[Cu](I)I.O1CCOCC1>[Cl:29][C:26]1[CH:27]=[CH:28][C:23]([O:22][C:21]2[CH:30]=[CH:31][C:18]([N:13]3[C@@H:9]([C:5]4[CH:6]=[CH:7][CH:8]=[C:3]([C:2]([F:1])([F:15])[F:16])[CH:4]=4)[CH2:10][CH2:11][C:12]3=[O:14])=[CH:19][CH:20]=2)=[CH:24][CH:25]=1 |f:2.3.4.5|. Procedure details: To a 10 mL reaction tube fitted with a screw cap is charged with (R)-5-[3-(trifluoromethyl)phenyl]pyrrolidin-2-one (90 mg, 0.39 mmol) and 1,4-dioxane (3 mL). 1-(4-iodophenoxy)-4-chlorobenzene (157 mg, 0.47 mmol) is then added, followed by copper iodide (15 mg, 0.078 mmol), N,N′-1,2-trans-dimethylcyclohexane-1,2-diamine (11.2 mg, 0.078 mmol), and K3PO4 (167 mg, 0.78 mmol). The system is degassed with argon then sealed and heated to 110° C. for 28 h. The reaction is cooled to room temperature, dis... Reactants: ClCC(=O)O (chloroacetic acid), C(=O)(N1C=NC=C1)N1C=NC=C1 (carbonyldiimidazole), ClC1=C(C(=CC=C1)Cl)C1=CC2=C(N=C(N=C2)C)N=C1N (6-(2,6-dichlorophenyl)-2-methylpyrido[2,3-d]pyrimidin-7-amine). Solvent: ClCCCl (1,2-dichloroethane). Conditions: time 3 hour. Product: ClCC(=O)NC=1C(=CC2=C(N=C(N=C2)C)N1)C1=C(C=CC=C1Cl)Cl (2-chloro-N-[6-(2,6-dichlorophenyl)-2-methylpyrido[2,3-d]-pyrimidin-7-yl]acetamide). Reaction SMILES: [Cl:1][C:2]1[CH:7]=[CH:6][CH:5]=[C:4]([Cl:8])[C:3]=1[C:9]1[C:19]([NH2:20])=[N:18][C:12]2[N:13]=[C:14]([CH3:17])[N:15]=[CH:16][C:11]=2[CH:10]=1.[Cl:21][CH2:22][C:23](O)=[O:24].C(N1C=CN=C1)(N1C=CN=C1)=O>ClCCCl>[Cl:21][CH2:22][C:23]([NH:20][C:19]1[C:9]([C:3]2[C:2]([Cl:1])=[CH:7][CH:6]=[CH:5][C:4]=2[Cl:8])=[CH:10][C:11]2[CH:16]=[N:15][C:14]([CH3:17])=[N:13][C:12]=2[N:18]=1)=[O:24]. Procedure: A suspension of 3.0 g of 6-(2,6-dichlorophenyl)-2-methylpyrido[2,3-d]pyrimidin-7-amine and 50 ml of 1,2-dichloroethane is boiled on a steam bath until the distilling vapors reach a temperature of 83° C. The suspension is cooled to room temperature and 1.6 g of chloroacetic acid and 2.6 g of carbonyldiimidazole are added sequentially. The mixture is stirred at room temperature for 3 hours and the resulting solution is immediately chromatographed over 150 g of silica gel. The crude product is elut... Reactants: CCO, CCCCCCCCCCCCc1ccc(NC)c([N+](=O)[O-])c1. The product is CCCCCCCCCCCCc1ccc(NC)c(N)c1. Reaction SMILES: [CH3:24][CH2:25][OH:26].[N+:1]([O-:2])(=[O:3])[c:4]1[c:5]([NH:6][CH3:7])[cH:8][cH:9][c:10]([CH2:12][CH2:13][CH2:14][CH2:15][CH2:16][CH2:17][CH2:18][CH2:19][CH2:20][CH2:21][CH2:22][CH3:23])[cH:11]1>>[NH2:1][c:4]1[c:5]([NH:6][CH3:7])[cH:8][cH:9][c:10]([CH2:12][CH2:13][CH2:14][CH2:15][CH2:16][CH2:17][CH2:18][CH2:19][CH2:20][CH2:21][CH2:22][CH3:23])[cH:11]1. Starting materials: ClC1=NC=C(C(=N1)NC1=CC2=C(C=C1)OCCO2)F (2-chloro-N4-(3,4-ethylenedioxyphenyl)-5-fluoro-4-pyrimidineamine), ClC=1C=C(N)C=C(C1O)Cl (3,5-dichloro-4-hydroxyaniline). Yields the product C1OC=2C=C(C=CC2OC1)NC1=NC(=NC=C1F)NC1=CC(=C(C(=C1)Cl)O)Cl (N4-(3,4-ethylenedioxyphenyl)-5-fluoro-N2-(3,5-dichloro-4-hydroxyphenyl)-2,4-pyrimidinediamine). Reaction SMILES: Cl[C:2]1[N:7]=[C:6]([NH:8][C:9]2[CH:14]=[CH:13][C:12]3[O:15][CH2:16][CH2:17][O:18][C:11]=3[CH:10]=2)[C:5]([F:19])=[CH:4][N:3]=1.[Cl:20][C:21]1[CH:22]=[C:23]([CH:25]=[C:26]([Cl:29])[C:27]=1[OH:28])[NH2:24]>>[CH2:17]1[CH2:16][O:15][C:12]2[CH:13]=[CH:14][C:9]([NH:8][C:6]3[C:5]([F:19])=[CH:4][N:3]=[C:2]([NH:24][C:23]4[CH:22]=[C:21]([Cl:20])[C:27]([OH:28])=[C:26]([Cl:29])[CH:25]=4)[N:7]=3)=[CH:10][C:11]=2[O:18]1. Reported procedure: In a like manner to the preparation of N4-(3,4-ethylenedioxyphenyl)-5-fluoro-N2-(3-hydroxyphenyl)-2,4-pyrimidinediamine, 2-chloro-N4-(3,4-ethylenedioxyphenyl)-5-fluoro-4-pyrimidineamine and 3,5-dichloro-4-hydroxyaniline were reacted to produce N4-(3,4-ethylenedioxyphenyl)-5-fluoro-N2-(3,5-dichloro-4-hydroxyphenyl)-2,4-pyrimidinediamine. 1H NMR (DMSO-d6): δ 9.50 (bs, 1H), 9.26 (bd, 2H, J=7.5 Hz), 8.06 (d, 1H, J=3.9 Hz), 7.65 (s, 2H), 7.18–7.13 (m, 2H), 6.80 (d, 1H, J=9.0 Hz), 4.20 (s, 4H); LCMS: ... The reactants are COC1=CC=C(C(CBr)=O)C=C1 (4-methoxyphenacyl bromide), N1=CC=CC=C1 (pyridine). Yields the product [Br-].COC1=CC=C(C(C[N+]2=CC=CC=C2)=O)C=C1 (4-methoxyphenacylpyridinium bromide). Isolated yield 97.0%. Reaction SMILES: [CH3:1][O:2][C:3]1[CH:12]=[CH:11][C:6]([C:7](=[O:10])[CH2:8][Br:9])=[CH:5][CH:4]=1.[N:13]1[CH:18]=[CH:17][CH:16]=[CH:15][CH:14]=1>>[Br-:9].[CH3:1][O:2][C:3]1[CH:12]=[CH:11][C:6]([C:7](=[O:10])[CH2:8][N+:13]2[CH:18]=[CH:17][CH:16]=[CH:15][CH:14]=2)=[CH:5][CH:4]=1 |f:2.3|. Procedure details: The title compound was prepared similarly to Example 1 from 4-methoxyphenacyl bromide and pyridine in a yield of 97%. The reactants are C1(=CC=CC=C1)C=1CCN(CC1)CCCCN1C(NC(C2=CC=C(C=C12)[N+](=O)[O-])=O)=O (1-[4-(4-phenyl-1,2,3,6-tetrahydropyridin-1-yl)butyl]-7-nitro-2,4(1H,3H)-quinazolinedione), [Sn](Cl)Cl (tin(II) chloride). Run in C(C)O (ethanol). Run at time 3 hour. Yields the product Cl.C1(=CC=CC=C1)C=1CCN(CC1)CCCCN1C(NC(C2=CC=C(C=C12)N)=O)=O (1-[4-(4-Phenyl-1,2,3,6-tetrahydropyridin-1-yl)butyl]-7-amino-2,4(1H,3H)-quinazolinedione hydrochloride). Yield: 64.0%. As a reaction SMILES: [C:1]1([C:7]2[CH2:8][CH2:9][N:10]([CH2:13][CH2:14][CH2:15][CH2:16][N:17]3[C:26]4[C:21](=[CH:22][CH:23]=[C:24]([N+:27]([O-])=O)[CH:25]=4)[C:20](=[O:30])[NH:19][C:18]3=[O:31])[CH2:11][CH:12]=2)[CH:6]=[CH:5][CH:4]=[CH:3][CH:2]=1.[Sn](Cl)[Cl:33]>C(O)C>[ClH:33].[C:1]1([C:7]2[CH2:12][CH2:11][N:10]([CH2:13][CH2:14][CH2:15][CH2:16][N:17]3[C:26]4[C:21](=[CH:22][CH:23]=[C:24]([NH2:27])[CH:25]=4)[C:20](=[O:30])[NH:19][C:18]3=[O:31])[CH2:9][CH:8]=2)[CH:6]=[CH:5][CH:4]=[CH:3][CH:2]=1 |f:3.4|. Procedure details: To a stirred suspension of 1-[4-(4-phenyl-1,2,3,6-tetrahydropyridin-1-yl)butyl]-7-nitro-2,4(1H,3H)-quinazolinedione (840 mg) in dry ethanol (30 ml) was added tin(II) chloride (1.90 g) at 80° C. After stirring for 3 hours, the mixture was quenched with 2N potassium hydroxide, diluted with chloroform. The organic layer was decanted and the residue was washed with chloroform. Combined organic layer was dried over magnesium sulfate and evaporated. 1-[4-(4-Phenyl-1,2,3,6-tetrahydropyridin-1-yl)butyl]...